From a dataset of the Open Reaction Database (ORD), a public repository of structured organic reaction records. describe an organic reaction: reactants, conditions, products, and yield Starting materials: C(CC1=CC=CC=C1)NC(C1=C(C=CC(=C1)Cl)OC)=O (N-phenethyl-5-chloro-2-methoxybenzamide), ClS(=O)(=O)O (chlorosulfonic acid). Solvent: C(Cl)(Cl)Cl (chloroform). Yields the product ClC=1C=CC(=C(C(=O)NCCC2=CC=C(C=C2)S(=O)(=O)O)C1)OC (p-(5-chloro-2-methoxybenzamidoethyl)-benzenesulfonic acid). Reaction SMILES: [CH2:1]([NH:9][C:10](=[O:20])[C:11]1[CH:16]=[C:15]([Cl:17])[CH:14]=[CH:13][C:12]=1[O:18][CH3:19])[CH2:2][C:3]1[CH:8]=[CH:7][CH:6]=[CH:5][CH:4]=1.Cl[S:22]([OH:25])(=[O:24])=[O:23]>C(Cl)(Cl)Cl>[Cl:17][C:15]1[CH:14]=[CH:13][C:12]([O:18][CH3:19])=[C:11]([CH:16]=1)[C:10]([NH:9][CH2:1][CH2:2][C:3]1[CH:8]=[CH:7][C:6]([S:22]([OH:25])(=[O:24])=[O:23])=[CH:5][CH:4]=1)=[O:20]. Reported procedure: N-phenethyl-5-chloro-2-methoxybenzamide (10 g.) dissolved in 25 ml. of chloroform was cooled to -10° and 19 g. of chlorosulfonic acid was added dropwise, maintaining the temperature at -10° to 0°. After the addition was complete the mixture was allowed to rise to room temperature and it was poured onto cracked ice. The crude sulfonic acid was filtered and 7.3 g. (57%) was obtained. A sample recrystallized for analysis from alcohol-acetonitrile melted at 188°-189°. Anal. Calcd. for C16H16ClNO5S: ... Starting materials: ONC(CCCCCCCCC)=N (N-hydroxy-decanimidamide), ONC(CCCCCCCCC)=N (N-hydroxy-decanimidamide), COC=1C=C(C=CC1OC)C=CC(=O)O (3-(3,4-dimethoxy-phenyl)-acrylic acid), compound, 1,1-carbonyldiimidazole. Solvent: C1(=CC=CC=C1)C (toluene), C1(=CC=CC=C1)C (toluene), C1(=CC=CC=C1)C (toluene). Run at time 75 minute. Yields the product COC=1C=C(C=CC1OC)C=CC1=NC(=NO1)CCCCCCCCC (5-[2-(3,4-Dimethoxy-phenyl)-vinyl]-3-nonyl-[1,2,4]oxadiazole). RXN SMILES: [CH3:1][O:2][C:3]1[CH:4]=[C:5]([CH:11]=[CH:12][C:13]([OH:15])=O)[CH:6]=[CH:7][C:8]=1[O:9][CH3:10].O[NH:17][C:18](=[NH:28])[CH2:19][CH2:20][CH2:21][CH2:22][CH2:23][CH2:24][CH2:25][CH2:26][CH3:27]>C1(C)C=CC=CC=1>[CH3:1][O:2][C:3]1[CH:4]=[C:5]([CH:11]=[CH:12][C:13]2[O:15][N:28]=[C:18]([CH2:19][CH2:20][CH2:21][CH2:22][CH2:23][CH2:24][CH2:25][CH2:26][CH3:27])[N:17]=2)[CH:6]=[CH:7][C:8]=1[O:9][CH3:10]. Procedure details: To a solution of 0.547 g (2.6 mmol) of 3-(3,4-dimethoxy-phenyl)-acrylic acid (compound of Example 2; Step 1) in 8 mL of toluene, 0.46 g (2.8 mmol) of 1,1-carbonyldiimidazole was added in portions at 25° C. to 30° C. under inert atmosphere. To the thick mixture, 1 mL of toluene was added and the resulting mixture was stirred at 25° C. to 30° C. for 60 to 90 min. A solution of N-hydroxy-decanimidamide (compound of Example 32; 1.0 g, 5.3 mmol) in 3 mL of toluene was added to the above reaction mixt... Procedure: 0.15 g of 10% palladium-on-charcoal is added to a solution of 0.53 g of 2-[2-(isopropoxy-5-vinylphenoxy)ethyl]isoindole-1,3-dione (1.51 mmol) in 8 ml of methanol. The suspension is stirred under a hydrogen atmosphere for 2 hours, the solid is then removed by filtration on a silica filter, and the solvent is evaporated off. The title product is isolated by crystallization from a cyclohexane/ethyl acetate mixture. 0.53 g of a white solid is obtained: The reagents and catalysts are [Pd] (palladium-on-charcoal). Product: C(C)C=1C=CC(=C(OCCN2C(C3=CC=CC=C3C2=O)=O)C1)OC(C)C (2-[2-(5-Ethyl-2-isopropoxyphenoxy)ethyl]isoindole-1,3dione). Reactants: C(C)(C)OC1=C(OCCN2C(C3=CC=CC=C3C2=O)=O)C=C(C=C1)C=C (2-[2-(isopropoxy-5-vinylphenoxy)ethyl]isoindole-1,3-dione). Run at time 2 hour. Run in CO (methanol). Reaction SMILES: [CH:1]([O:4][C:5]1[CH:24]=[CH:23][C:22]([CH:25]=[CH2:26])=[CH:21][C:6]=1[O:7][CH2:8][CH2:9][N:10]1[C:18](=[O:19])[C:17]2[C:12](=[CH:13][CH:14]=[CH:15][CH:16]=2)[C:11]1=[O:20])([CH3:3])[CH3:2]>CO.[Pd]>[CH2:25]([C:22]1[CH:23]=[CH:24][C:5]([O:4][CH:1]([CH3:2])[CH3:3])=[C:6]([CH:21]=1)[O:7][CH2:8][CH2:9][N:10]1[C:18](=[O:19])[C:17]2[C:12](=[CH:13][CH:14]=[CH:15][CH:16]=2)[C:11]1=[O:20])[CH3:26].